Dataset: the Open Reaction Database (ORD), a public repository of structured organic reaction records. Task: describe an organic reaction: reactants, conditions, products, and yield Starting materials: OC1=NC=NC(=C1)CC (4-hydroxy-6-ethylpyrimidine), P(=O)(Cl)(Cl)Cl (phosphorus oxychloride), ice water. Conditions: time 2 hour. The product is ClC1=NC=NC(=C1)CC (4-chloro-6-ethylpyrimidine). As a reaction SMILES: O[C:2]1[CH:7]=[C:6]([CH2:8][CH3:9])[N:5]=[CH:4][N:3]=1.P(Cl)(Cl)([Cl:12])=O>>[Cl:12][C:2]1[CH:7]=[C:6]([CH2:8][CH3:9])[N:5]=[CH:4][N:3]=1. Procedure: 12.4 g (0.10 mol) of 4-hydroxy-6-ethylpyrimidine, prepared according to EP 326 389, are introduced into 25 ml of phosphorus oxychloride, the temperature rising spontaneously to 70° C. A clear solution is formed, which is kept at 70° C. for a further 2 hours and, after cooling, is stirred into ice-water. Extraction with ether yields 12.0 g of liquid crude product which is distilled in a bulb tube at 105° C. under a pressure of 26 mbar to give 11.0 g of pure substance. Analysis: C6H7ClN2 (M=142.59... Reactants: O=C1C=C(OC2=CC=CC=C12)C(=O)OC (methyl 4-oxo-4H-chromene-2-carboxylate), COC(=O)C1OC2=CC=C(C=C2CC1)S(=O)(=O)Cl (6-Chlorosulfonyl-chroman-2-carboxylic acid methyl ester), COC(=O)C1OC2=CC=C(C=C2CC1)S(=O)(=O)Cl (6-Chlorosulfonyl-chroman-2-carboxylic acid methyl ester). Reagents/catalysts: [Pd] (Pd/C). Yields the product COC(=O)C1OC2=CC=CC=C2CC1 (Chroman-2-carboxylic acid methyl ester). Yield: 93.0%. Reaction SMILES: O=[C:2]1[C:11]2[C:6](=[CH:7][CH:8]=[CH:9][CH:10]=2)[O:5][C:4]([C:12]([O:14][CH3:15])=[O:13])=[CH:3]1.COC(C1CCC2C(=CC=C(S(Cl)(=O)=O)C=2)O1)=O>[Pd]>[CH3:15][O:14][C:12]([CH:4]1[CH2:3][CH2:2][C:11]2[C:6](=[CH:7][CH:8]=[CH:9][CH:10]=2)[O:5]1)=[O:13]. Procedure: Compound 3A was prepared by hydrogenation of the methyl 4-oxo-4H-chromene-2-carboxylate catalyzed by 10% Pd/C in 93% yield. MS: MS: 193 (M+1)+. Preparation of 6-Chlorosulfonyl-chroman-2-carboxylic acid methyl ester (Compound 3B) The reactants are N#Cc1cnc(Nc2cc3cccc(Br)c3cn2)cn1, C[O-], I[Cu]I, [Na+], CN(C)C=O. Yields the product COc1cccc2cc(Nc3cnc(C#N)cn3)ncc12. RXN SMILES: [Br:4][c:5]1[cH:6][cH:7][cH:8][c:9]2[cH:10][c:11]([NH:15][c:16]3[n:17][cH:18][c:19]([C:22]#[N:23])[n:20][cH:21]3)[n:12][cH:13][c:14]12.[CH3:1][O-:2].[Cu:29]([I:30])[I:31].[Na+:3].[O:24]=[CH:25][N:26]([CH3:27])[CH3:28]>>[CH3:1][O:2][c:5]1[cH:6][cH:7][cH:8][c:9]2[cH:10][c:11]([NH:15][c:16]3[n:17][cH:18][c:19]([C:22]#[N:23])[n:20][cH:21]3)[n:12][cH:13][c:14]12. The reactants are C1CCOC1, CC#N, O=C(Cl)Oc1ccccc1, ClCCl, c1ccncc1, Nc1ccc2[nH]nnc2c1. Yields the product O=C(Nc1ccc2[nH]nnc2c1)Oc1ccccc1. As a reaction SMILES: [CH2:27]1[O:28][CH2:29][CH2:30][CH2:31]1.[CH3:32][C:33]#[N:34].[Cl:17][C:18](=[O:19])[O:20][c:21]1[cH:22][cH:23][cH:24][cH:25][cH:26]1.[Cl:35][CH2:36][Cl:37].[cH:11]1[cH:12][cH:13][n:14][cH:15][cH:16]1.[nH:1]1[n:2][n:3][c:4]2[c:5]1[cH:6][cH:7][c:8]([NH2:10])[cH:9]2>>[nH:1]1[n:2][n:3][c:4]2[c:5]1[cH:6][cH:7][c:8]([NH:10][C:18](=[O:19])[O:20][c:21]1[cH:22][cH:23][cH:24][cH:25][cH:26]1)[cH:9]2. Reactants: N(C(=O)C)C1=C(C2=C(OCCO2)C=C1NC(=O)C)C(=O)O (6,7-diacetamino1,4-benzodioxane-5-carboxylic acid), NC1=C(C2=C(OCCO2)C=C1N)C(=O)O (6,7-diamino-1,4-benzodioxane-5-carboxylic acid), N1(CCCCC1)C(CC)N (1-piperidinopropylamine), isobutyl. The product is N1(CCCCC1)C(CC)NC(=O)C1=C(C(=CC=2OCCOC21)NC(=O)C)NC(=O)C (N-(1-piperidinopropyl)-6,7-diacetamino-1,4-benzodioxane-5-carboxamide). RXN SMILES: [NH:1]([C:5]1[C:14]([NH:15][C:16]([CH3:18])=[O:17])=[CH:13][C:8]2[O:9][CH2:10][CH2:11][O:12][C:7]=2[C:6]=1[C:19]([OH:21])=O)[C:2]([CH3:4])=[O:3].NC1C(N)=CC2OCCOC=2C=1C(O)=O.[N:37]1([CH:43]([NH2:46])[CH2:44][CH3:45])[CH2:42][CH2:41][CH2:40][CH2:39][CH2:38]1>>[N:37]1([CH:43]([NH:46][C:19]([C:6]2[C:7]3[O:12][CH2:11][CH2:10][O:9][C:8]=3[CH:13]=[C:14]([NH:15][C:16]([CH3:18])=[O:17])[C:5]=2[NH:1][C:2]([CH3:4])=[O:3])=[O:21])[CH2:44][CH3:45])[CH2:42][CH2:41][CH2:40][CH2:39][CH2:38]1. Reported procedure: In the same manner as described in Example 53, the 6,7-diacetamino1,4-benzodioxane-5-carboxylic acid (prepared by acetylation of the 6,7-diamino-1,4-benzodioxane-5-carboxylic acid) was condensed with the 1-piperidinopropylamine in the presence of the isobutyl chloroformiate. The N-(1-piperidinopropyl)-6,7-diacetamino-1,4-benzodioxane-5-carboxamide was obtained (M.P.: above 260° C. with decomposition). The structure was confirmed by nuclear magnetic resonance analysis. The reactants are BrC1=C(C=C(C=C1)OC)C (4-Bromo-3-methylanisole), S(O)(O)(=O)=O (sulfuric acid). Conditions: temperature 2.5 celsius, time 16 hour. The product is O.O.BrC=1C(=CC(=C(C1)S(=O)(=O)O)OC)C (5-Bromo-2-methoxy-4-methylbenzenesulfonic acid dihydrate). Isolated yield 86.0%. Reaction SMILES: [Br:1][C:2]1[CH:7]=[CH:6][C:5]([O:8][CH3:9])=[CH:4][C:3]=1[CH3:10].[S:11](=O)(=[O:14])([OH:13])[OH:12]>>[OH2:8].[OH2:12].[Br:1][C:2]1[C:3]([CH3:10])=[CH:4][C:5]([O:8][CH3:9])=[C:6]([S:11]([OH:14])(=[O:13])=[O:12])[CH:7]=1 |f:2.3.4|. Procedure: 4-Bromo-3-methylanisole (500 g, 2.5 moles) was cautiously added dropwise over a period of 20-25 minutes to 98% sulfuric acid (1,600 ml) at ambient temperature (exothermic, temperature rise to 42-43° C.) and the reaction stirred for 16 hours. The reaction mixture was cautiously quenched onto cooled (0-5° C.) deionised water (7.5 liter) over a 2 hour period at a rate that maintained the temperature below 20° C. The precipitated product was granulated for 3 hours, filtered and dried to give the cru...